The task is: describe an organic reaction: reactants, conditions, products, and yield. This data is from the Open Reaction Database (ORD), a public repository of structured organic reaction records. Starting materials: COCCO, CNC(=O)c1cccc(Cl)c1Nc1nc(Cl)ncc1Cl, CCN1C(=O)CCC(C)(C)c2cc(N)ccc21. Yields the product CCN1C(=O)CCC(C)(C)c2cc(Nc3ncc(Cl)c(Nc4c(Cl)cccc4C(=O)NC)n3)ccc21. Reaction SMILES: [CH3:38][O:39][CH2:40][CH2:41][OH:42].[Cl:1][c:2]1[c:3]([NH:12][c:13]2[n:14][c:15]([Cl:20])[n:16][cH:17][c:18]2[Cl:19])[c:4]([C:5](=[O:6])[NH:7][CH3:8])[cH:9][cH:10][cH:11]1.[NH2:21][c:22]1[cH:23][c:24]2[c:25]([cH:36][cH:37]1)[N:26]([CH2:34][CH3:35])[C:27](=[O:33])[CH2:28][CH2:29][C:30]2([CH3:31])[CH3:32]>>[Cl:1][c:2]1[c:3]([NH:12][c:13]2[n:14][c:15]([NH:21][c:22]3[cH:23][c:24]4[c:25]([cH:36][cH:37]3)[N:26]([CH2:34][CH3:35])[C:27](=[O:33])[CH2:28][CH2:29][C:30]4([CH3:31])[CH3:32])[n:16][cH:17][c:18]2[Cl:19])[c:4]([C:5](=[O:6])[NH:7][CH3:8])[cH:9][cH:10][cH:11]1.